From a dataset of the Open Reaction Database (ORD), a public repository of structured organic reaction records. describe an organic reaction: reactants, conditions, products, and yield The reactants are [OH-].[K+] (potassium hydroxide), CN1C(=C(C2=CC=CC=C12)C1=CCC(CC1)C(=O)OC)C1=CC=CC=C1 (methyl 4-(1-methyl-2-phenyl-1H-indol-3-yl)-3-cyclohexene-1-carboxylate). Run in C(C)O (ethanol). Run at time 4 hour. The product is CN1C(=C(C2=CC=CC=C12)C1=CCC(CC1)C(=O)O)C1=CC=CC=C1 (4-(1-methyl-2-phenyl-1H-indol-3-yl)-3-cyclohexene-1-carboxylic acid). Isolated yield 84.5%. Reaction SMILES: [OH-].[K+].[CH3:3][N:4]1[C:12]2[C:7](=[CH:8][CH:9]=[CH:10][CH:11]=2)[C:6]([C:13]2[CH2:18][CH2:17][CH:16]([C:19]([O:21]C)=[O:20])[CH2:15][CH:14]=2)=[C:5]1[C:23]1[CH:28]=[CH:27][CH:26]=[CH:25][CH:24]=1>C(O)C>[CH3:3][N:4]1[C:12]2[C:7](=[CH:8][CH:9]=[CH:10][CH:11]=2)[C:6]([C:13]2[CH2:18][CH2:17][CH:16]([C:19]([OH:21])=[O:20])[CH2:15][CH:14]=2)=[C:5]1[C:23]1[CH:24]=[CH:25][CH:26]=[CH:27][CH:28]=1 |f:0.1|. Procedure details: To a solution of 5.6 g (0.085 mol) of potassium hydroxide in 150 mL of ethanol was added 6.9 g (0.020 mol) of methyl 4-(1-methyl-2-phenyl-1H-indol-3-yl)-3-cyclohexene-1-carboxylate (Example 5). This mixture was heated under reflux until solution resulted. Heating was continued 4 h, then the solution was cooled, concentrated in vacuo, dissolved in water, and made acidic with 2N hydrochloric acid to give a precipitate. The solid was collected, washed with water, dissolved in ether, washed with wat... The reactants are [N+](=[N-])=CC(=O)OCC (ethyl diazoacetate), C1(CCCC1)O (cyclopentanol). Reagents/catalysts: CC(=O)O.CC(=O)O.CC(=O)O.CC(=O)O.[Rh].[Rh] (rhodium (II) acetate dimer). The solvent is CCCCCCC (heptane), ClCCl (dichloromethane). Run at time 8 hour. Yields the product C(C)OC(COC1CCCC1)=O (Cyclopentyloxyacetic acid ethyl ester). Isolated yield 67.1%. RXN SMILES: [CH:1]1([OH:6])[CH2:5][CH2:4][CH2:3][CH2:2]1.[N+](=[CH:9][C:10]([O:12][CH2:13][CH3:14])=[O:11])=[N-]>ClCCl.CCCCCCC.CC(O)=O.CC(O)=O.CC(O)=O.CC(O)=O.[Rh].[Rh]>[CH2:13]([O:12][C:10](=[O:11])[CH2:9][O:6][CH:1]1[CH2:5][CH2:4][CH2:3][CH2:2]1)[CH3:14] |f:4.5.6.7.8.9|. Procedure: To a solution of cyclopentanol (0.91 mL, 9.5 mmol) in dichloromethane (20 mL) is added rhodium (II) acetate dimer (10 mg) followed by ethyl diazoacetate (0.95 mL, 9.0 mmol). The reaction mixture is stirred at rt overnight. The reaction mixture is diluted with heptane, and filtered. The filtrate is evaporated, and the residue vacuum distilled at 150° C. to give 1.04 g of the product 444. 1H NMR (CDCl3) δ 4.21 (q, 2 H), 4.04 (s, 2 H), 1.85-1.45 (m, 8 H), 1.29 (t, 3 H) Starting materials: C(C)(C)(C)O (tert-butyl alcohol), C=C1CC(=O)O1 (diketene), C(C)(=O)[O-].[Na+] (sodium acetate), C=C1CC(=O)O1 (diketene). Product: O=C(CC(=O)OC(C)(C)C)C (tert-butyl 3-oxobutyrate). As a reaction SMILES: [C:1]([OH:5])([CH3:4])([CH3:3])[CH3:2].C([O-])(=O)C.[Na+].[CH2:11]=[C:12]1[O:16][C:14](=[O:15])[CH2:13]1>>[O:16]=[C:12]([CH3:11])[CH2:13][C:14]([O:5][C:1]([CH3:4])([CH3:3])[CH3:2])=[O:15] |f:1.2|. Procedure details: To tert-butyl alcohol [79 g (1.07 mol.)] heated at 80° to 85° C. was added, while stirring, anhydrous sodium acetate [0.4 g (4.8 mmol.)]. To the mixture was then added dropwise diketene [96 g (1.14 mol.)] in the course of 2.5 hours. During the initial 15 minutes, the addition was carried out at 60° to 70° C., then while heating up to 110° to 115° C. After the dropwise addition of diketene, the resulting blackish brown reaction mixture was stirred for further 30 minutes, immediately followed by d... The reactants are Cc1cc(C(=O)N2Cc3cnn(C)c3Nc3ccccc32)ccc1CCC(=O)OC(C)(C)C, CI, CCOC(C)=O, [H-], [Na+], CN(C)C=O. Product: Cc1cc(C(=O)N2Cc3cnn(C)c3N(C)c3ccccc32)ccc1CCC(=O)OC(C)(C)C. Reaction SMILES: [C:3]([CH3:4])([CH3:5])([CH3:6])[O:7][C:8]([CH2:9][CH2:10][c:11]1[c:12]([CH3:34])[cH:13][c:14]([C:17](=[O:18])[N:19]2[c:20]3[c:21]([cH:30][cH:31][cH:32][cH:33]3)[NH:22][c:23]3[n:24]([CH3:29])[n:25][cH:26][c:27]3[CH2:28]2)[cH:15][cH:16]1)=[O:35].[CH3:36][I:37].[CH3:38][CH2:39][O:40][C:41]([CH3:42])=[O:43].[H-:1].[Na+:2].[O:44]=[CH:45][N:46]([CH3:47])[CH3:48]>>[C:3]([CH3:4])([CH3:5])([CH3:6])[O:7][C:8]([CH2:9][CH2:10][c:11]1[c:12]([CH3:34])[cH:13][c:14]([C:17](=[O:18])[N:19]2[c:20]3[c:21]([cH:30][cH:31][cH:32][cH:33]3)[N:22]([CH3:38])[c:23]3[n:24]([CH3:29])[n:25][cH:26][c:27]3[CH2:28]2)[cH:15][cH:16]1)=[O:35]. The reactants are C1(=CC=CC=C1)N(C1=CC=CC=C1)C1=CC=CC=C1 (triphenylamine), CN(C)C=O (DMF), P(=O)(Cl)(Cl)Cl (phosphorus oxychloride). The solvent is ice water, O (water). The product is C1(=CC=CC=C1)N(C1=CC=CC=C1)C1=CC=C(C=O)C=C1 (4-(N, N-diphenylamino) benzaldehyde). As a reaction SMILES: [C:1]1([N:7]([C:14]2[CH:19]=[CH:18][CH:17]=[CH:16][CH:15]=2)[C:8]2[CH:13]=[CH:12][CH:11]=[CH:10][CH:9]=2)[CH:6]=[CH:5][CH:4]=[CH:3][CH:2]=1.CN([CH:23]=[O:24])C.P(Cl)(Cl)(Cl)=O>O>[C:14]1([N:7]([C:1]2[CH:2]=[CH:3][C:4]([CH:23]=[O:24])=[CH:5][CH:6]=2)[C:8]2[CH:13]=[CH:12][CH:11]=[CH:10][CH:9]=2)[CH:15]=[CH:16][CH:17]=[CH:18][CH:19]=1. Procedure: 101.4 g of triphenylamine and 35.5 mL of DMF were placed in a three-neck flask, and while stirring with cooling in ice water, 84.4 mL of phosphorus oxychloride was dripped into the flask; the reaction mixture was hold at 95° C. for 5 hours. It was poured into 4 L of hot water and stirred for 1 hour. The precipitate was then collected and washed with a 1:1 mixture of ethanol/water, and 4-(N, N-diphenylamino) benzaldehyde was obtained. The yield was 91.5 g (81.0%). Starting materials: (CyPF-t-Bu)PdCl2, [Li]N (LiNH2), BrC1=C(C=CC=C1)C(C)C (1-Bromo-2-i-propylbenzene), ice water, Cl (HCl), C(=O)(O)[O-].[Na+] (NaHCO3). Run in COCCOC (DME). Conditions: temperature 90 celsius, time 24 hour. Product: C(C)(C)C1=C(N)C=CC=C1 (2-i-propylaniline). Yield: 8.2%. Reaction SMILES: [Li][NH2:2].Br[C:4]1[CH:9]=[CH:8][CH:7]=[CH:6][C:5]=1[CH:10]([CH3:12])[CH3:11].Cl.C([O-])(O)=O.[Na+]>COCCOC>[CH:10]([C:5]1[CH:6]=[CH:7][CH:8]=[CH:9][C:4]=1[NH2:2])([CH3:12])[CH3:11] |f:3.4|. Reported procedure: (CyPF-t-Bu)PdCl2 (73.0 mg, 100 mmol), LiNH2 (2.30 g, 100 mmol) and 1-Bromo-2-i-propylbenzene (1.99 g, 100 mmol) were weighed into a 100 mL round bottom flask with a stirring bar. DME (20.0 mL) was then added. The flask was sealed with a cap and wrapped tightly with electrical tape. The reaction mixture was stirred for 24 h at 90° C. The reaction mixture was allowed to cool to room temperature before pouring into ice water (50.0 mL). To this mixture was added aqueous HCl (100 mL, 1.0 M). The mixt... Starting materials: FC=1C=C(C=CC1F)C1COCCC1=O (3-(3,4-difluorophenyl)dihydro-2H-pyran-4(3H)-one), C(=O)(N=C=O)Cl (carbonisocyanatidic chloride). Yields the product FC=1C=C(C=CC1F)C1COCC=2C(NC(OC21)=O)=O (8-(3,4-difluorophenyl)-7,8-dihydropyrano[3,4-e][1,3]oxazine-2,4(3H,5H)-dione). RXN SMILES: [F:1][C:2]1[CH:3]=[C:4]([CH:9]2[C:14](=[O:15])[CH2:13][CH2:12][O:11][CH2:10]2)[CH:5]=[CH:6][C:7]=1[F:8].[C:16](Cl)([N:18]=[C:19]=[O:20])=[O:17]>>[F:1][C:2]1[CH:3]=[C:4]([CH:9]2[C:14]3[O:15][C:19](=[O:20])[NH:18][C:16](=[O:17])[C:13]=3[CH2:12][O:11][CH2:10]2)[CH:5]=[CH:6][C:7]=1[F:8]. Procedure: 3-(3,4-difluorophenyl)dihydro-2H-pyran-4(3H)-one (Intermediate Y(2)) was reacted as described in Intermediate X(3) with carbonisocyanatidic chloride to give 8-(3,4-difluorophenyl)-7,8-dihydropyrano[3,4-e][1,3]oxazine-2,4(3H,5H)-dione (Intermediate Y(3)). LC-MS (M+H)+=282.1. 1H NMR (500 MHz, CDCl3) δ ppm 7.08-7.20 (m, 3H) 4.67 (d, J=15.26 Hz, 1H) 4.46 (dd, J=15.56, 2.14 Hz, 1H) 3.98-4.10 (m, 2H) 3.67 (br. s., 1H).